Dataset: the Open Reaction Database (ORD), a public repository of structured organic reaction records. Task: describe an organic reaction: reactants, conditions, products, and yield Reactants: carbamyl, C1(=CC=CC=C1)C1C(NC(O1)=O)=O (5-phenyl-2,4-oxazolidinedione), C(N)([O-])=O (carbamate), C([C@H](O)C1=CC=CC=C1)(=O)O (D-mandelic acid). Product: C(C(O)C1=CC=CC=C1)(=O)O (mandelic acid), C(N)(O)=O.C([C@H](O)C1=CC=CC=C1)(=O)O (D-mandelic acid carbamate). As a reaction SMILES: C1(C2[O:11][C:10](=[O:12])[NH:9]C2=O)C=CC=CC=1.C(=O)([O-])N.[C:18]([OH:28])(=[O:27])[C@@H:19]([C:21]1[CH:26]=[CH:25][CH:24]=[CH:23][CH:22]=1)[OH:20]>>[C:18]([OH:28])(=[O:27])[CH:19]([C:21]1[CH:26]=[CH:25][CH:24]=[CH:23][CH:22]=1)[OH:20].[C:10](=[O:11])([OH:12])[NH2:9].[C:18]([OH:28])(=[O:27])[C@@H:19]([C:21]1[CH:26]=[CH:25][CH:24]=[CH:23][CH:22]=1)[OH:20] |f:4.5|. Procedure details: According to the present invention, the carbamyl derivative of D(-) madelic acid can be advantageously prepared by the stereoselective enzymatic hydrolysis of the corresponding 5-phenyl-2,4-oxazolidinedione. A further considerable advantage of the process according to the present invention is that the enzymatic reaction substrate recemises spontaneously under the hydrolysis conditions, so that at the end of the reaction the carbamate of the D-mandelic acid is obtained in a stoichiometric quantit... Reactants: BrC=1C(=CC(=C(C(=O)OCC)C1)OCOC)Cl (ethyl 5-bromo-4-chloro-2-methoxymethoxybenzoate), [H-].[Al+3].[Li+].[H-].[H-].[H-] (lithium aluminum hydride), C(C)(=O)OCC (ethyl acetate). The solvent is C1CCOC1 (THF). Conditions: time 30 minute. The product is BrC=1C(=CC(=C(CO)C1)OCOC)Cl (5-bromo-4-chloro-2-methoxymethoxybenzyl alcohol). Yield: 98.2%. Reaction SMILES: [Br:1][C:2]1[C:3]([Cl:17])=[CH:4][C:5]([O:13][CH2:14][O:15][CH3:16])=[C:6]([CH:12]=1)[C:7](OCC)=[O:8].[H-].[Al+3].[Li+].[H-].[H-].[H-].C(OCC)(=O)C>C1COCC1>[Br:1][C:2]1[C:3]([Cl:17])=[CH:4][C:5]([O:13][CH2:14][O:15][CH3:16])=[C:6]([CH:12]=1)[CH2:7][OH:8] |f:1.2.3.4.5.6|. Reported procedure: In THF (800 ml) was dissolved ethyl 5-bromo-4-chloro-2-methoxymethoxybenzoate (161.4 g). To the solution was added lithium aluminum hydride (19.2 g) at 0° C. over a period of 30 minutes, and the mixture was stirred for further 30 minutes. The reaction mixture was poured into a saturated aqueous saline solution, to which was added ethyl acetate, followed by subjecting the mixture to filtration with celite. The organic layer was washed with a saturated aqueous saline solution, dried (anhydrous mag... Starting materials: CN1CC(CCC1)C1=NC=2C(=NC=CC2)N1 (2-(1-methylpiperidin-3-yl)3H-imidazo [4,5-b] pyridine), C(C1=CC=CC=C1)Cl (benzylchloride). The product is C(C1=CC=CC=C1)N1C(=NC=2C1=NC=CC2)C2CN(CCC2)C (3-benzyl-2-(1-methylpiperidin-3-yl)-3H-imidazo [4,5-b] pyridine). Reaction SMILES: [CH3:1][N:2]1[CH2:7][CH2:6][CH2:5][CH:4]([C:8]2[NH:16][C:11]3=[N:12][CH:13]=[CH:14][CH:15]=[C:10]3[N:9]=2)[CH2:3]1.[CH2:17](Cl)[C:18]1[CH:23]=[CH:22][CH:21]=[CH:20][CH:19]=1>>[CH2:17]([N:16]1[C:11]2=[N:12][CH:13]=[CH:14][CH:15]=[C:10]2[N:9]=[C:8]1[CH:4]1[CH2:5][CH2:6][CH2:7][N:2]([CH3:1])[CH2:3]1)[C:18]1[CH:23]=[CH:22][CH:21]=[CH:20][CH:19]=1. Procedure details: Operation is carried out similarly to the description of Example 5 with the difference that 2-(1-methylpiperidin-3-yl)3H-imidazo [4,5-b] pyridine is reacted with benzylchloride to obtain 3-benzyl-2-(1-methylpiperidin-3-yl)-3H-imidazo [4,5-b] pyridine as an oil, after purification by chromatography on silicagel column (CHCl3 -CH3OH 9:1). The reactants are C1CNCCN1, CC#N, C=Cc1c(F)c(F)cc2c(=O)c(C(=O)O)cn(C3CC3)c12. Yields the product C=Cc1c(N2CCNCC2)c(F)cc2c(=O)c(C(=O)O)cn(C3CC3)c12. Reaction SMILES: [CH2:22]1[CH2:23][NH:24][CH2:25][CH2:26][NH:27]1.[CH3:28][C:29]#[N:30].[CH:1]1([n:4]2[cH:5][c:6]([C:19](=[O:20])[OH:21])[c:7](=[O:18])[c:8]3[cH:9][c:10]([F:17])[c:11]([F:16])[c:12]([CH:14]=[CH2:15])[c:13]23)[CH2:2][CH2:3]1>>[CH:1]1([n:4]2[cH:5][c:6]([C:19](=[O:20])[OH:21])[c:7](=[O:18])[c:8]3[cH:9][c:10]([F:17])[c:11]([N:24]4[CH2:23][CH2:22][NH:27][CH2:26][CH2:25]4)[c:12]([CH:14]=[CH2:15])[c:13]23)[CH2:2][CH2:3]1. Starting materials: CCOC(=O)c1ccc(-c2cc(NC(=O)c3cccs3)ccc2C)cc1, C1CCOC1, [Na+], [OH-]. Product: Cc1ccc(NC(=O)c2cccs2)cc1-c1ccc(C(=O)O)cc1. RXN SMILES: [CH2:1]([CH3:2])[O:3][C:4](=[O:5])[c:6]1[cH:7][cH:8][c:9](-[c:12]2[c:13]([CH3:26])[cH:14][cH:15][c:16]([NH:18][C:19](=[O:20])[c:21]3[s:22][cH:23][cH:24][cH:25]3)[cH:17]2)[cH:10][cH:11]1.[CH2:27]1[O:28][CH2:29][CH2:30][CH2:31]1.[Na+:33].[OH-:32]>>[O:3]=[C:4]([OH:5])[c:6]1[cH:7][cH:8][c:9](-[c:12]2[c:13]([CH3:26])[cH:14][cH:15][c:16]([NH:18][C:19](=[O:20])[c:21]3[s:22][cH:23][cH:24][cH:25]3)[cH:17]2)[cH:10][cH:11]1. Reactants: C(C)(=O)C1CCC(CC1)C(C)C (1-acetyl-4-isopropylcyclohexane), C[O-].[Na+] (sodium methoxide). Solvent: CO (methanol). Yields the product C(C)(=O)[C@@H]1CC[C@H](CC1)C(C)C (trans-1-acetyl-4-isopropylcyclohexane). RXN SMILES: [C:1]([CH:4]1[CH2:9][CH2:8][CH:7]([CH:10]([CH3:12])[CH3:11])[CH2:6][CH2:5]1)(=[O:3])[CH3:2].C[O-].[Na+]>CO>[C:1]([C@H:4]1[CH2:9][CH2:8][C@H:7]([CH:10]([CH3:12])[CH3:11])[CH2:6][CH2:5]1)(=[O:3])[CH3:2] |f:1.2|. Procedure: A 12 g quantity of cis-trans mixture of 1-acetyl-4-isopropylcyclohexane and sodium methoxide in an amount equimolar to the mixture are heated in 150 ml of methanol for 6 hours with stirring. The reaction mixture is distilled in a vacuum to remove the solvent, 50 ml of water is added to the residue, and the resulting solution is subjected to extraction with 50 ml of ether three times. The extract is washed with water, dried over anhydrous sodium sulfate and thereafter distilled in a vacuum to rem... Starting materials: CN1C=NC(=C1C1=CC2=C(N=CN=C2S(=O)(=O)C)S1)C1=CC=CC=C1 (6-(1-Methyl-4-phenyl-1H-imidazol-5-yl)-4-(methylsulfonyl)thieno[2,3-d]pyrimidine), solid, FC1=CC=C(C=C1)C=1N=CN(C1C1=CC2=C(N=CN=C2SC)S1)C (6-[4-(4-fluorophenyl)-1-methyl-1H-imidazol-5-yl]-4-(methylthio)thieno[2,3-d]pyrimidine), FC1=CC=C(C=C1)C=1N=CN(C1C1=CC2=C(N=CN=C2SC)S1)C (6-[4-(4-fluorophenyl)-1-methyl-1H-imidazol-5-yl]-4-(methylthio)thieno[2,3-d]pyrimidine). The product is FC1=CC=C(C=C1)C=1N=CN(C1C1=CC2=C(N=CN=C2S(=O)(=O)C)S1)C (6-[4-(4-Fluorophenyl)-1-methyl-1H-imidazol-5-yl]-4-(methylsulfonyl)thieno[2,3-d]pyrimidine). As a reaction SMILES: [CH3:1][N:2]1[C:6]([C:7]2[S:19][C:10]3[N:11]=[CH:12][N:13]=[C:14]([S:15]([CH3:18])(=[O:17])=[O:16])[C:9]=3[CH:8]=2)=[C:5]([C:20]2[CH:25]=[CH:24][CH:23]=[CH:22][CH:21]=2)[N:4]=[CH:3]1.[F:26]C1C=CC(C2N=CN(C)C=2C2SC3N=CN=C(SC)C=3C=2)=CC=1>>[F:26][C:23]1[CH:24]=[CH:25][C:20]([C:5]2[N:4]=[CH:3][N:2]([CH3:1])[C:6]=2[C:7]2[S:19][C:10]3[N:11]=[CH:12][N:13]=[C:14]([S:15]([CH3:18])(=[O:17])=[O:16])[C:9]=3[CH:8]=2)=[CH:21][CH:22]=1. Procedure: The title compound was prepared by a similar process to that described for Intermediate 17 but using 6-[4-(4-fluorophenyl)-1-methyl-1H-imidazol-5-yl]-4-(methylthio)thieno[2,3-d]pyrimidine (Intermediate 49) in place of 6-(1-methyl-4-phenyl-1H-imidazol-5-yl)-4-(methylthio)thieno[2,3-d]pyrimidine (example 7). Yellow solid (80 mg, 73%); Yields the product COC(=O)c1ccc([N+](=O)[O-])cc1S(=O)(=O)NC(C)(C)C. Starting materials: CC(C)(C)N, CCOC(C)=O, COC(=O)c1ccc([N+](=O)[O-])cc1S(=O)(=O)Cl. As a reaction SMILES: [CH3:1][C:2]([CH3:3])([CH3:4])[NH2:5].[CH3:23][CH2:24][O:25][C:26](=[O:27])[CH3:28].[Cl:6][S:7](=[O:8])(=[O:9])[c:10]1[c:11]([C:12](=[O:13])[O:14][CH3:15])[cH:16][cH:17][c:18]([N+:20](=[O:21])[O-:22])[cH:19]1>>[CH3:1][C:2]([CH3:3])([CH3:4])[NH:5][S:7](=[O:8])(=[O:9])[c:10]1[c:11]([C:12](=[O:13])[O:14][CH3:15])[cH:16][cH:17][c:18]([N+:20](=[O:21])[O-:22])[cH:19]1. RXN SMILES: Cl.[F:2][C:3]1[CH:8]=[C:7]([F:9])[CH:6]=[CH:5][C:4]=1[N:10]1[C:14]([N:15]2[N:24]=[C:23]3[C:17]([CH2:18][CH2:19][O:20][C:21]4[CH:28]=[CH:27][C:26]([CH:29]5[CH2:34][CH2:33][NH:32][CH2:31][CH2:30]5)=[CH:25][C:22]=43)=[CH:16]2)=[N:13][CH:12]=[N:11]1.[CH:35]([S:37]([CH:40]=C)(=[O:39])=[O:38])=[CH2:36].Cl.C(OCC)C>C(Cl)Cl>[F:2][C:3]1[CH:8]=[C:7]([F:9])[CH:6]=[CH:5][C:4]=1[N:10]1[C:14]([N:15]2[N:24]=[C:23]3[C:17]([CH2:18][CH2:19][O:20][C:21]4[CH:28]=[CH:27][C:26]([CH:29]5[CH2:34][CH2:33][N:32]([CH2:36][CH2:35][S:37]([CH3:40])(=[O:39])=[O:38])[CH2:31][CH2:30]5)=[CH:25][C:22]=43)=[CH:16]2)=[N:13][CH:12]=[N:11]1 |f:0.1|. Reactants: Cl.FC1=C(C=CC(=C1)F)N1N=CN=C1N1C=C2CCOC3=C(C2=N1)C=C(C=C3)C3CCNCC3 (2-[2-(2,4-difluoro-phenyl)-2H-[1,2,4]triazol-3-yl]-9-piperidin-4-yl-4,5-dihydro-2H-6-oxa-1,2-diaza-benzo[e]azulene hydrochloride), crude product, Cl (HCl), C(=C)S(=O)(=O)C=C (vinyl sulfone), C(C)OCC (diethyl ether). Run in C(Cl)Cl (DCM). Reported procedure: Following the procedure for 152, 2-[2-(2,4-difluoro-phenyl)-2H-[1,2,4]triazol-3-yl]-9-piperidin-4-yl-4,5-dihydro-2H-6-oxa-1,2-diaza-benzo[e]azulene hydrochloride was reacted with vinyl sulfone. The crude product was dissolved in DCM and treated with 4N HCl. After stirring for 10 min diethyl ether was added and the solid precipitate collected by filtration to give 175 as a white solid. 1H NMR (400 MHz, DMSO-d): δ 10.63 (s, 1H); 8.45 (s, 1H); 8.30 (s, 1H); 7.85 (td, J=8.75, 5.90 Hz, 1H); 7.72 (t, ... Yields the product FC1=C(C=CC(=C1)F)N1N=CN=C1N1C=C2CCOC3=C(C2=N1)C=C(C=C3)C3CCN(CC3)CCS(=O)(=O)C (2-[2-(2,4-Difluoro-phenyl)-2H-[1,2,4]triazol-3-yl]-9-[1-(2-methanesulfonyl-ethyl)-piperidin-4-yl]-4,5-dihydro-2H-6-oxa-1,2-diaza-benzo[e]azulene).